Dataset: the Open Reaction Database (ORD), a public repository of structured organic reaction records. Task: describe an organic reaction: reactants, conditions, products, and yield Starting materials: Formula 507, CO (MeOH), COC(C1=CN=CC=C1NC(C(C(C)C)NC(=O)OCC1=CC=CC=C1)=O)=O (4-(2-benzyloxycarbonylamino-3-methyl-butyrylamino)-nicotinic acid methyl ester), [OH-].[Na+] (sodium hydroxide). Run in O (H2O). Reaction conditions: time 1 hour. Yields the product Formula 507, C(C1=CC=CC=C1)OC(=O)NC(C(=O)NC1=CC=NC=C1C(=O)O)C(C)C (4-(2-benzyloxycarbonylamino-3-methyl-butyrylamino)-nicotinic acid). Yield: 99.0%. As a reaction SMILES: CO.C[O:4][C:5](=[O:30])[C:6]1[C:11]([NH:12][C:13](=[O:29])[CH:14]([NH:18][C:19]([O:21][CH2:22][C:23]2[CH:28]=[CH:27][CH:26]=[CH:25][CH:24]=2)=[O:20])[CH:15]([CH3:17])[CH3:16])=[CH:10][CH:9]=[N:8][CH:7]=1.[OH-].[Na+]>O>[CH2:22]([O:21][C:19]([NH:18][CH:14]([CH:15]([CH3:17])[CH3:16])[C:13]([NH:12][C:11]1[C:6]([C:5]([OH:30])=[O:4])=[CH:7][N:8]=[CH:9][CH:10]=1)=[O:29])=[O:20])[C:23]1[CH:24]=[CH:25][CH:26]=[CH:27][CH:28]=1 |f:2.3|. Reported procedure: Formula 507 where R1, R3 and R4 are H; R6 is Isopropyl; R6′ is H; W, Y and Z are —C═; and X is —N═: To a solution of MeOH and H2O (2:1, 150 mL) and 4-(2-benzyloxycarbonylamino-3-methyl-butyrylamino)-nicotinic acid methyl ester (10.5 g, 27.2 mmol) was added sodium hydroxide (2.18 g, 54.5 mmol). The mixture was stirred for 1 hour, after which silica gel (20 g) was added into the solution. After letting this mixture stir for 10 minutes, the silica gel was filtered off and the solvents were evaporat... Starting materials: [Cl-].[Cl-].[Cl-].[Cl-].[Zr+4] (zirconium tetrachloride), C1(=CC=CC=C1)C(C)C (cumene), [Cl-].[Al+3].[Cl-].[Cl-] (aluminium chloride), [Al] (aluminium). Reagents/catalysts: [CH-]1C=CC=C1.[CH-]1C=CC=C1.[Fe+2] (ferrocene). Solvent: Cl (hydrochloric acid), Cl (hydrochloric acid), ClCCl (dichloromethane). Conditions: temperature 110 celsius, time 1.5 hour. Product: [Cl-].[Cl-].[CH-]1C=CC=C1.[CH-]1C=CC=C1.[Zr+2] (zirconocene dichloride). The yield is 118.6%. Reaction SMILES: [Cl-:1].[Cl-].[Cl-].[Cl-].[Zr+4:5].[C:6]1([CH:12]([CH3:14])C)[CH:11]=[CH:10]C=CC=1.[Cl-].[Al+3].[Cl-].[Cl-].[Al]>Cl.[CH-]1C=CC=C1.[CH-]1C=CC=C1.[Fe+2].ClCCl>[Cl-:1].[Cl-:1].[CH-:10]1[CH:11]=[CH:6][CH:12]=[CH:14]1.[CH-:10]1[CH:11]=[CH:6][CH:12]=[CH:14]1.[Zr+2:5] |f:0.1.2.3.4,6.7.8.9,12.13.14,16.17.18.19.20|. Reported procedure: 17.5 g (0.075 mol) of zirconium tetrachloride are added at 60° C. under nitrogen over 30 minutes to a stirred mixture of 129.7 g (1.265 mol) of cumene, 27.9 g (0.15 mol) of ferrocene, 26.6 g (0.199 mol) of aluminium chloride and 0.7 g (0.025 mol) of aluminium powder. The reaction mixture is heated and then stirred for 1.5 hours at 110° C., cooled to 25° C., and then slowly poured into a cold mixture of -10° C. of 200 ml of dichloromethane and 50 ml of 32% hydrochloric acid. The mixture is then d... Product: CC(C)C(O)C1C(O[Si](C)(C)C(C)(C)C)CCN1C(=O)OC(C)(C)C. Reaction SMILES: [C:1]([CH3:2])([CH3:3])([CH3:4])[O:5][C:6](=[O:7])[N:8]1[CH:9]([CH:21]=[O:22])[CH:10]([O:13][Si:14]([CH3:15])([CH3:16])[C:17]([CH3:18])([CH3:19])[CH3:20])[CH2:11][CH2:12]1.[CH2:28]1[O:29][CH2:30][CH2:31][CH2:32]1.[CH:24]([CH3:25])([CH3:26])[Mg+:27].[Cl-:23]>>[C:1]([CH3:2])([CH3:3])([CH3:4])[O:5][C:6](=[O:7])[N:8]1[CH:9]([CH:21]([OH:22])[CH:24]([CH3:25])[CH3:26])[CH:10]([O:13][Si:14]([CH3:15])([CH3:16])[C:17]([CH3:18])([CH3:19])[CH3:20])[CH2:11][CH2:12]1. Reactants: CC(C)(C)OC(=O)N1CCC(O[Si](C)(C)C(C)(C)C)C1C=O, C1CCOC1, CC(C)[Mg+], [Cl-]. Starting materials: C(C=C)(=O)O.C(C=C)(=O)O.C(C=C)(=O)O.CC(CC)(C)C (trimethyl propane triacrylate), N(=NC(C#N)(C)C)C(C#N)(C)C (azobisisobutyronitrile). Product: C(C=C)(=O)OCCCC (butyl acrylate). Reported procedure: 7% by weight of trimethyl propane triacrylate 14.1 g of azobisisobutyronitrile. Reaction SMILES: [C:1]([OH:5])(=[O:4])[CH:2]=[CH2:3].C(O)(=O)C=C.C(O)(=O)C=C.[CH3:16][C:17](C)(C)[CH2:18][CH3:19].N(C(C)(C)C#N)=NC(C)(C)C#N>>[C:1]([O:5][CH2:16][CH2:17][CH2:18][CH3:19])(=[O:4])[CH:2]=[CH2:3] |f:0.1.2.3|. Starting materials: O1[C@@H](C1)COC1=CC=CC=2NC3=CC=CC=C3C12 (4-[(2S)-Oxiranylmethoxy]-9H-carbazole), NCC1CCN(CC1)C1=C(C=CC(=C1)OC)S(=O)(=O)N ((4-aminomethyl-1-piperidinyl) 4-methoxybenzenesulfonamide). Isolated yield 124.9%. RXN SMILES: [O:1]1[CH2:3][C@H:2]1[CH2:4][O:5][C:6]1[C:18]2[C:17]3[C:12](=[CH:13][CH:14]=[CH:15][CH:16]=3)[NH:11][C:10]=2[CH:9]=[CH:8][CH:7]=1.NCC1CCN([C:27]2[CH:32]=[C:31]([O:33][CH3:34])[CH:30]=[CH:29][C:28]=2[S:35]([NH2:38])(=[O:37])=[O:36])CC1>>[CH:9]1[C:10]2[NH:11][C:12]3[C:17](=[CH:16][CH:15]=[CH:14][CH:13]=3)[C:18]=2[C:6]([O:5][CH2:4][C@@H:2]([OH:1])[CH2:3][NH:11][CH2:10][CH:18]2[CH2:6][CH2:7][N:38]([S:35]([C:28]3[CH:27]=[CH:32][C:31]([O:33][CH3:34])=[CH:30][CH:29]=3)(=[O:36])=[O:37])[CH2:16][CH2:17]2)=[CH:7][CH:8]=1. Procedure details: Prepared from 4-[(2S)-Oxiranylmethoxy]-9H-carbazole (0.125 g, 0.52 mmol) and (4-aminomethyl-1-piperidinyl) 4-methoxybenzenesulfonamide (0.255 g, 0.9 mmol) according to procedure used for Example 2 to give 0.170 g of the title compound as a white solid. Product: C1=CC=C(C=2C3=CC=CC=C3NC12)OC[C@H](CNCC1CCN(CC1)S(=O)(=O)C1=CC=C(C=C1)OC)O ((2S)-1-(9H-Carbazol-4-yloxy)-3-{[1-(4-methoxy-benzenesulfonyl)-piperidin-4-ylmethyl]-amino}-propan-2-ol). Reaction SMILES: [F:1][C:2]([F:13])([F:12])[C:3]([C:5]1[CH:10]=[CH:9][CH:8]=[CH:7][C:6]=1[OH:11])=O.Cl.[CH3:15][N:16]([CH2:18][CH2:19]Cl)[CH3:17].C1(C)C=CC=CC=1.O>CCOCC>[CH3:15][N:16]([CH2:18][CH2:19][O:11][C:6]1[CH:7]=[CH:8][CH:9]=[CH:10][C:5]=1[CH2:3][C:2]([F:13])([F:12])[F:1])[CH3:17] |f:1.2|. Reactants: FC(C(=O)C1=C(C=CC=C1)O)(F)F (2-trifluoroacetylphenol), Cl.CN(C)CCCl (2-[N, N-dimethylamino]ethyl chloride, hydrochloride), C1(=CC=CC=C1)C (toluene), O (water). Procedure details: A mixture of 2-trifluoroacetylphenol (380 mg, 2.0 mmol), 2-[N, N-dimethylamino]ethyl chloride, hydrochloride (432 mg, 6.0 mmol) potassium carbonate (1.38 g, 10 mmol) and toluene (5 ml) was refluxed for 3.5 h. After cooling to r.t., the mixture was treated with water and ether. The organic layer was washed twice with brine, dried over sodium sulfate and concentrated in vacuo. The residue was chromatographed on silica gel (acetone/ether 1:1 to 1:0) to give the title compound (375 mg, 72%) as a whi... The product is CN(C)CCOC1=C(C=CC=C1)CC(F)(F)F ([2-[2-(N,N-Dimethylamino)ethoxy]phenyl]-2,2,2-trifluoroethane). Isolated yield 75.8%. Run in CCOCC (ether). Reactants: CC1CCCN1C1CCN(C(=O)OC(C)(C)C)C1, CO, ClCCl, Cl, [K+], N#N, C1COCCO1, [OH-]. Yields the product Cl, CC1CCCN1C1CCNC1. Reaction SMILES: [C:1]([O:2][C:3](=[O:4])[N:8]1[CH2:9][CH:10]([N:13]2[CH:14]([CH3:18])[CH2:15][CH2:16][CH2:17]2)[CH2:11][CH2:12]1)([CH3:5])([CH3:6])[CH3:7].[CH3:33][OH:34].[Cl:30][CH2:31][Cl:32].[ClH:19].[K+:23].[N:20]#[N:21].[O:24]1[CH2:25][CH2:26][O:27][CH2:28][CH2:29]1.[OH-:22]>>[ClH:19].[NH:8]1[CH2:9][CH:10]([N:13]2[CH:14]([CH3:18])[CH2:15][CH2:16][CH2:17]2)[CH2:11][CH2:12]1.